This data is from the Open Reaction Database (ORD), a public repository of structured organic reaction records. The task is: describe an organic reaction: reactants, conditions, products, and yield The reagents and catalysts are C=1C=CC(=CC1)[P](C=2C=CC=CC2)(C=3C=CC=CC3)[Pd]([P](C=4C=CC=CC4)(C=5C=CC=CC5)C=6C=CC=CC6)([P](C=7C=CC=CC7)(C=8C=CC=CC8)C=9C=CC=CC9)[P](C=1C=CC=CC1)(C=1C=CC=CC1)C=1C=CC=CC1 (Pd(PPh3)4). Run in C(OC)COC (dimethoxyethane). Reaction SMILES: [C:1]([N:5]1[C:29](=[O:30])[C:28]2[N:13]3[CH2:14][CH2:15][C:16]4[CH:17]=[C:18]([O:26][CH3:27])[C:19]([O:22][CH:23]([CH3:25])[CH3:24])=[CH:20][C:21]=4[C:12]3=[C:11](Br)[C:10]=2[CH2:9][O:8][CH2:7][CH2:6]1)([CH3:4])([CH3:3])[CH3:2].C([O-])([O-])=O.[K+].[K+].[OH-].[Na+]>C1C=CC([P]([Pd]([P](C2C=CC=CC=2)(C2C=CC=CC=2)C2C=CC=CC=2)([P](C2C=CC=CC=2)(C2C=CC=CC=2)C2C=CC=CC=2)[P](C2C=CC=CC=2)(C2C=CC=CC=2)C2C=CC=CC=2)(C2C=CC=CC=2)C2C=CC=CC=2)=CC=1.C(COC)OC>[C:1]([N:5]1[C:29](=[O:30])[C:28]2[N:13]3[CH2:14][CH2:15][C:16]4[CH:17]=[C:18]([O:26][CH3:27])[C:19]([O:22][CH:23]([CH3:25])[CH3:24])=[CH:20][C:21]=4[C:12]3=[C:11]([C:16]3[CH:15]=[CH:14][N:13]=[CH:12][CH:21]=3)[C:10]=2[CH2:9][O:8][CH2:7][CH2:6]1)([CH3:4])([CH3:3])[CH3:2] |f:1.2.3,4.5,^1:43,45,64,83|. The product is C(C)(C)(C)N1CCOCC=2C(=C3N(CCC=4C=C(C(=CC34)OC(C)C)OC)C2C1=O)C1=CC=NC=C1 (9-tert-butyl-3-methoxy-2-isopropoxy-14-pyridin-4-yl-5,6,10,11-tetrahydro-9H-[1,4]oxazocino[7′,6′:4,5]pyrrolo[2,1-a]isoquinolin-8(13H)-one). The reactants are C(C)(C)(C)N1CCOCC=2C(=C3N(CCC=4C=C(C(=CC34)OC(C)C)OC)C2C1=O)Br (9-tert-butyl-3-methoxy-2-isopropoxy-14-bromo-5,6,10,11-tetrahydro-9H-[1,4]oxazocino[7′,6′:4,5]pyrrolo[2,1-a]isoquinolin-8(13H)-one), C(=O)([O-])[O-].[K+].[K+] (K2CO3), 4-pyridylboronic acid-pinacolester, [OH-].[Na+] (NaOH). Procedure details: A solution of 50 mg of 18d, 60 mg of K2CO3, 30 mg of 4-pyridylboronic acid-pinacolester and 15 mg of Pd(PPh3)4 in 2.5 ml of degassed 90% aq. dimethoxyethane was heated at 95° C. under N2 for 16 hr. The mixture was cooled and poured onto 1N NaOH and the product was extracted with ethyl acetate. The organic layer was washed twice with water, dried, concentrated and the residue was chromatographed on silica gel (using a gradient of heptane/acetone as eluent). The product was treated with ether, to ... Isolated yield 100.4%. Reaction conditions: temperature 80 celsius. Reactants: [BH4-].[Na+] (sodium borohydride), Cl (HCl), [BH4-].[Na+] (Sodium borohydride), OC(C(Cl)(Cl)Cl)[C@@H]1[C@@H](C1(C)C)C(=O)O (cis 2-(1-hydroxy-2,2,2-trichloroethyl)-3,3-dimethylcyclopropane carboxylic acid). Product: ClC(C1OC(C2C(C12)(C)C)=O)Cl (4-dichloromethyl-6,6-dimethyl-3-oxabicyclo[3.1.0]hexan-2-one). Yield: 25.0%. Procedure: Sodium borohydride (0.12 mmol) was added to a solution of cis 2-(1-hydroxy-2,2,2-trichloroethyl)-3,3-dimethylcyclopropane carboxylic acid (0.12 mol) in dry dimethylformamide (0.4 ml), and the mixture was heated for 30 minutes at 80° C. An additional amount of 0.12 mmol sodium borohydride was then added and the mixture was heated for a further 15 minutes at 80° C. It was then diluted with water, acidified with concentrated HCl and extracted with deuterochloroform, CDCl3. The extract was washed wi... The solvent is CN(C=O)C (dimethylformamide), O (water). Reaction SMILES: [BH4-].[Na+].O[CH:4]([C@H:9]1[C:11]([CH3:13])([CH3:12])[C@H:10]1[C:14]([OH:16])=[O:15])[C:5]([Cl:8])([Cl:7])Cl.Cl>CN(C)C=O.O>[Cl:8][CH:5]([Cl:7])[CH:4]1[CH:9]2[CH:10]([C:11]2([CH3:12])[CH3:13])[C:14](=[O:15])[O:16]1 |f:0.1|. Procedure: Following the procedure outlined for Example 488, 1-bromo-4-(bromomethyl)benzene (2.0 g, 8.0 mmol) was reacted with ethanamine (720 mg, 16 mmol) to afford the desired product (1.3 g, 75%) as a brown solid: ESI MS m/z 215 [C9H12BrN+H]+. Starting materials: BrC1=CC=C(C=C1)CBr (1-bromo-4-(bromomethyl)benzene), C(C)N (ethanamine). RXN SMILES: [Br:1][C:2]1[CH:7]=[CH:6][C:5]([CH2:8]Br)=[CH:4][CH:3]=1.[CH2:10]([NH2:12])[CH3:11]>>[Br:1][C:2]1[CH:7]=[CH:6][C:5]([CH2:8][NH:12][CH2:10][CH3:11])=[CH:4][CH:3]=1. Yields the product BrC1=CC=C(CNCC)C=C1 (N-(4-Bromobenzyl)ethanamine). Isolated yield 75.9%. Starting materials: O=C(O)c1cc(C(F)(F)F)cc(C(F)(F)F)c1, CC(C)(C)OC(=O)N1CCC(N)C(c2ccc(F)cc2)C1, Cc1ccc(S(=O)(=O)O)cc1. Product: CC(C)(C)OC(=O)N1CCC(NC(=O)c2cc(C(F)(F)F)cc(C(F)(F)F)c2)C(c2ccc(F)cc2)C1. Reaction SMILES: [F:33][C:34]([c:35]1[cH:36][c:37]([C:38](=[O:39])[OH:40])[cH:41][c:42]([C:44]([F:45])([F:46])[F:47])[cH:43]1)([F:48])[F:49].[NH2:12][CH:13]1[CH:14]([c:26]2[cH:27][cH:28][c:29]([F:32])[cH:30][cH:31]2)[CH2:15][N:16]([C:19](=[O:20])[O:21][C:22]([CH3:23])([CH3:24])[CH3:25])[CH2:17][CH2:18]1.[c:1]1([CH3:2])[cH:3][cH:4][c:5]([S:6]([OH:7])(=[O:8])=[O:9])[cH:10][cH:11]1>>[NH:12]([CH:13]1[CH:14]([c:26]2[cH:27][cH:28][c:29]([F:32])[cH:30][cH:31]2)[CH2:15][N:16]([C:19](=[O:20])[O:21][C:22]([CH3:23])([CH3:24])[CH3:25])[CH2:17][CH2:18]1)[C:38]([c:37]1[cH:36][c:35]([C:34]([F:33])([F:48])[F:49])[cH:43][c:42]([C:44]([F:45])([F:46])[F:47])[cH:41]1)=[O:39]. Reactants: B(Br)(Br)Br (boron tribromide), NC1=C(C#N)C=C(C(=C1)OC)OC (2-amino-4,5-dimethoxybenzonitrile), O (water). Solvent: ClCCl (dichloromethane). Reaction conditions: time 8 hour. The product is NC1=C(C#N)C=C(C(=C1)O)O (2-amino-4,5-dihydroxybenzonitrile). Isolated yield 142.2%. Reaction SMILES: [NH2:1][C:2]1[CH:9]=[C:8]([O:10]C)[C:7]([O:12]C)=[CH:6][C:3]=1[C:4]#[N:5].B(Br)(Br)Br.O>ClCCl>[NH2:1][C:2]1[CH:9]=[C:8]([OH:10])[C:7]([OH:12])=[CH:6][C:3]=1[C:4]#[N:5]. Reported procedure: To a solution of 15.65 g (87.83 mmol) of 2-amino-4,5-dimethoxybenzonitrile in 440 ml of dry dichloromethane was added dropwise at -78° C., 66.0 g (263.5 mmol) of boron tribromide. The mixture was stirred overnight while the mixture was allowed to warm to room temperature. After the addition of 180 ml of water, the resulting precipitate was filtered off and dried in vacuo (37.6 g). The crude material was dissolved in 570 ml of methanol, 0.5 ml of concentrated hydrochloric acid was added and the m...